Dataset: the Open Reaction Database (ORD), a public repository of structured organic reaction records. Task: describe an organic reaction: reactants, conditions, products, and yield The reactants are C1(CC1)C1=CC2=C(N(N=C2C=C1N(S(=O)(=O)C)CCCN1C(C2=CC=CC=C2C1=O)=O)C1=CC=C(C=C1)NC1=CC=C(C=C1)F)C(=O)NC (5-cyclopropyl-6-[3-(1,3-dioxoisoindolin-2-yl)propyl-methylsulfonyl-amino]-2-[4-(4-fluoroanilino)phenyl]-N-methyl-indazole-3-carboxamide), O=P(Cl)(Cl)Cl (POCl3). Reaction conditions: temperature 130 celsius, time 3 hour. Yields the product NCCCN(C=1C(=CC2=C(N(N=C2C1)C1=CC=C(C=C1)NC1=CC=C(C=C1)F)C(=O)NC)C1CC1)S(=O)(=O)C (6-[3-Aminopropyl(methylsulfonyl)amino]-5-cyclopropyl-2-[4-(4-fluoroanilino)phenyl]-N-methyl-indazole-3-carboxamide). As a reaction SMILES: [CH:1]1([C:4]2[C:12]([N:13]([CH2:18][CH2:19][CH2:20][N:21]3C(=O)C4C(=CC=CC=4)C3=O)[S:14]([CH3:17])(=[O:16])=[O:15])=[CH:11][C:10]3[C:6](=[C:7]([C:46]([NH:48][CH3:49])=[O:47])[N:8]([C:32]4[CH:37]=[CH:36][C:35]([NH:38][C:39]5[CH:44]=[CH:43][C:42]([F:45])=[CH:41][CH:40]=5)=[CH:34][CH:33]=4)[N:9]=3)[CH:5]=2)[CH2:3][CH2:2]1.O=P(Cl)(Cl)Cl>>[NH2:21][CH2:20][CH2:19][CH2:18][N:13]([S:14]([CH3:17])(=[O:15])=[O:16])[C:12]1[C:4]([CH:1]2[CH2:3][CH2:2]2)=[CH:5][C:6]2[C:10]([CH:11]=1)=[N:9][N:8]([C:32]1[CH:33]=[CH:34][C:35]([NH:38][C:39]3[CH:44]=[CH:43][C:42]([F:45])=[CH:41][CH:40]=3)=[CH:36][CH:37]=1)[C:7]=2[C:46]([NH:48][CH3:49])=[O:47]. Procedure: A mixture of compound (iii) (10 mg crude, 0.02 mmol) and POCl3 (0.5 mL) was stirred at 130° C. for 3 h. The mixture was concentrated under pressure to give 3-[[2-(4-bromophenyl)-5-cyclopropyl-3-(methylcarbamoyl)indazol-6-yl]methylsulfonyl-amino]propane-1-sulfonyl chloride (iv) which was used directly without purification.